From a dataset of the Open Reaction Database (ORD), a public repository of structured organic reaction records. describe an organic reaction: reactants, conditions, products, and yield Starting materials: COC=1C=C(C=C(C1)OC)O (3,5-dimethoxyphenol), BrCC(=O)C1=CC=C(C=C1)OC (2-bromo-1-(4-methoxyphenyl)ethanone). Procedure: This compound was prepared using Method A from 3,5-dimethoxyphenol and 2-bromo-1-(4-methoxyphenyl)ethanone: Yield 93% following procedures A.2 and A.5; m.p. 216-217° C.; IR 3309, 1613, 1510, 1439, 1241, 1134, 1064 cm−1; 1H-NMR (500 MHz, δ ppm, DMSO-d6) 9.76 (5, 1H), 9.67 (s, 1H), 9.28 (s, 1H), 7.59 (d, J=8.7 Hz, 2H), 6.97 (s, 1H), 6.83 (d, J=8.7 Hz, 2H), 6.39 (d, J=0.8 Hz, 1H), 6.16 (d, J=1.8 Hz, 1H); 13C-NMR (126 MHz, δ ppm, CD3OD) 158.7, 158.4, 157.3, 154.8, 152.1, 126.8, 124.3, 116.7, 113.1, ... The yield is 93.0%. Yields the product OC1=CC=C(C=C1)C=1OC=2C(C1)=C(C=C(C2)O)O (2-(4-hydroxyphenyl)-1-benzofuran-4,6-diol). As a reaction SMILES: C[O:2][C:3]1[CH:4]=[C:5](O)[CH:6]=[C:7]([O:9]C)[CH:8]=1.Br[CH2:13][C:14]([C:16]1[CH:21]=[CH:20][C:19]([O:22]C)=[CH:18][CH:17]=1)=[O:15]>>[OH:22][C:19]1[CH:18]=[CH:17][C:16]([C:14]2[O:15][C:5]3[C:6](=[C:7]([OH:9])[CH:8]=[C:3]([OH:2])[CH:4]=3)[CH:13]=2)=[CH:21][CH:20]=1. Starting materials: O=C1N(C=CC(=C1)CNC(OC(C)(C)C)=O)C1=CC=CC=C1 (Tert-butyl (2-oxo-1-phenyl-1,2-dihydropyridin-4-ylmethyl)-carbamate), Cl (hydrogen chloride). Solvent: O1CCOCC1 (dioxane). Product: hydrochloride salt, NCC1=CC(N(C=C1)C1=CC=CC=C1)=O (4-aminomethyl-1-phenyl-1H-pyridin-2-one). Reaction SMILES: [O:1]=[C:2]1[CH:7]=[C:6]([CH2:8][NH:9]C(=O)OC(C)(C)C)[CH:5]=[CH:4][N:3]1[C:17]1[CH:22]=[CH:21][CH:20]=[CH:19][CH:18]=1.Cl>O1CCOCC1>[NH2:9][CH2:8][C:6]1[CH:5]=[CH:4][N:3]([C:17]2[CH:22]=[CH:21][CH:20]=[CH:19][CH:18]=2)[C:2](=[O:1])[CH:7]=1. Procedure: Tert-butyl (2-oxo-1-phenyl-1,2-dihydropyridin-4-ylmethyl)-carbamate (83 mg, 0.28 mmol) is treated with 4N hydrogen chloride in dioxane in order to remove the Boc protecting group. The hydrochloride salt of 4-aminomethyl-1-phenyl-1H-pyridin-2-one, obtained after concentration of the reaction mixture, is dissolved in N,N-dimethylformamide (5 mL) and is coupled to (4E)-6-iodo-4-(methoxymethylene)isoquinoline-1,3(2H,4H)-dione (92 mg, 0.28 mmol) in the presence of triethylamine (200 μL). After one ho...